This data is from the Open Reaction Database (ORD), a public repository of structured organic reaction records. The task is: describe an organic reaction: reactants, conditions, products, and yield Reactants: FC=1C=C(C2=C(C(C=C(O2)C2=CC(=C(C=C2)NC(C(C)(C)C)=O)F)=O)C1NC(C(C)(C)C)=O)F (6,8-Difluoro-2-(3-fluoro-4-pivaloylaminophenyl)-5-pivaloylamino-4H-1-benzopyran-4-one), Cl (hydrochloric acid). Solvent: O1CCOCC1 (dioxane). Product: NC1=C(C=C(C2=C1C(C=C(O2)C2=CC(=C(C=C2)N)F)=O)F)F (5-Amino-2-(4-amino-3-fluorophenyl)-6,8-difluoro-4H-1-benzopyran-4-one). Isolated yield 52.0%. RXN SMILES: [F:1][C:2]1[CH:3]=[C:4]([F:34])[C:5]2[O:10][C:9]([C:11]3[CH:16]=[CH:15][C:14]([NH:17]C(=O)C(C)(C)C)=[C:13]([F:24])[CH:12]=3)=[CH:8][C:7](=[O:25])[C:6]=2[C:26]=1[NH:27]C(=O)C(C)(C)C.Cl>O1CCOCC1>[NH2:27][C:26]1[C:6]2[C:7](=[O:25])[CH:8]=[C:9]([C:11]3[CH:16]=[CH:15][C:14]([NH2:17])=[C:13]([F:24])[CH:12]=3)[O:10][C:5]=2[C:4]([F:34])=[CH:3][C:2]=1[F:1]. Reported procedure: 3.90 g of Compound 25 was dissolved in 180 ml of dioxane, 180 ml of concentrated hydrochloric acid was added and the mixture was heated at reflux for 3 hours. The reaction solution was cooled on ice, and the precipitated crystals were collected by filtration and recrystallized from methanol/chloroform to give 1.31 g (52%) of Compound 26. Reactants: solution, Cl (hydrogen chloride), NC1=C(C(C2=C(N=C(N=C2)NC2=C(C=C(C=C2)C2CCN(CC2)C)OC)N1C1=CC=CC=C1)=O)C(=O)N (7-Amino-2-[2-methoxy-4-(1-methylpiperid-4-yl)phenylamino]-5-oxo-8-phenyl-5,8-dihydropyrido[2,3-d]pyrimidine-6-carboxamide). Run in CCOCC (ether), C(Cl)Cl (CH2Cl2), CCOCC (ether). Conditions: time 10 minute. Product: Cl.NC1=C(C(C2=C(N=C(N=C2)NC2=C(C=C(C=C2)C2CCN(CC2)C)OC)N1C1=CC=CC=C1)=O)C(=O)N (7-Amino-2-[2-methoxy-4-(1-methylpiperid-4-yl)phenylamino]-5-oxo-8-phenyl-5,8-dihydropyrido[2,3-d]pyrimidine-6-carboxamide hydrochloride). RXN SMILES: [NH2:1][C:2]1[N:27]([C:28]2[CH:33]=[CH:32][CH:31]=[CH:30][CH:29]=2)[C:6]2[N:7]=[C:8]([NH:11][C:12]3[CH:17]=[CH:16][C:15]([CH:18]4[CH2:23][CH2:22][N:21]([CH3:24])[CH2:20][CH2:19]4)=[CH:14][C:13]=3[O:25][CH3:26])[N:9]=[CH:10][C:5]=2[C:4](=[O:34])[C:3]=1[C:35]([NH2:37])=[O:36].[ClH:38]>C(Cl)Cl.CCOCC>[ClH:38].[NH2:1][C:2]1[N:27]([C:28]2[CH:33]=[CH:32][CH:31]=[CH:30][CH:29]=2)[C:6]2[N:7]=[C:8]([NH:11][C:12]3[CH:17]=[CH:16][C:15]([CH:18]4[CH2:23][CH2:22][N:21]([CH3:24])[CH2:20][CH2:19]4)=[CH:14][C:13]=3[O:25][CH3:26])[N:9]=[CH:10][C:5]=2[C:4](=[O:34])[C:3]=1[C:35]([NH2:37])=[O:36] |f:4.5|. Reported procedure: A solution of 0.065 g (0.13 mmol) of the product prepared in step 23.1 in 3 mL of CH2Cl2 is cooled on an ice bath, and 0.39 mL (0.39 mmol) of a 1M solution of hydrogen chloride in ether is added. The mixture is stirred for 10 minutes at room temperature and then poured into ether. The solid is drained by suction, rinsed with pentane and dried in an oven under vacuum. 0.059 g of the expected compound is obtained. Yield (dihydrochloride)=80%. m.p.=256°C. (decomposition). M+H+=500 The reactants are Cl.ClC=1C=C2C=CC(=CC2=CC1)S(=O)(=O)N1CCNCC1 (1-[(6-chloronaphthalen-2-yl)sulfonyl]piperazine hydrochloride), CN1CCOCC1 (N-methylmorpholine), ClC(=O)OCC(C)C (isobutyl chloroformate), C(C)(C)(C)OC(=O)N1CC2=C(CC1)SC(=C2)CCC(=O)O (3-(5-tert-butoxycarbonyl -4,5,6,7-tetrahydrothieno[3,2-c]pyridin-2-yl)propionic acid). The solvent is ClCCl (dichloromethane), O1CCCC1 (tetrahydrofuran). Reaction conditions: temperature -20 celsius, time 10 minute. Yields the product C(C)(C)(C)OC(=O)N1CC2=C(CC1)SC(=C2)CCC(=O)N2CCN(CC2)S(=O)(=O)C2=CC1=CC=C(C=C1C=C2)Cl (1-[3-(5-tert-Butoxycarbonyl -4,5,6,7-tetrahydrothieno[3,2-c]pyridin-2-yl)propionyl]-4-[(6-chloronaphthalen-2-yl)sulfonyl]piperazine). As a reaction SMILES: [C:1]([O:5][C:6]([N:8]1[CH2:13][CH2:12][C:11]2[S:14][C:15]([CH2:17][CH2:18][C:19]([OH:21])=O)=[CH:16][C:10]=2[CH2:9]1)=[O:7])([CH3:4])([CH3:3])[CH3:2].CN1CCOCC1.ClC(OCC(C)C)=O.Cl.[Cl:38][C:39]1[CH:40]=[C:41]2[C:46](=[CH:47][CH:48]=1)[CH:45]=[C:44]([S:49]([N:52]1[CH2:57][CH2:56][NH:55][CH2:54][CH2:53]1)(=[O:51])=[O:50])[CH:43]=[CH:42]2>O1CCCC1.ClCCl>[C:1]([O:5][C:6]([N:8]1[CH2:13][CH2:12][C:11]2[S:14][C:15]([CH2:17][CH2:18][C:19]([N:55]3[CH2:54][CH2:53][N:52]([S:49]([C:44]4[CH:43]=[CH:42][C:41]5[C:46](=[CH:47][CH:48]=[C:39]([Cl:38])[CH:40]=5)[CH:45]=4)(=[O:51])=[O:50])[CH2:57][CH2:56]3)=[O:21])=[CH:16][C:10]=2[CH2:9]1)=[O:7])([CH3:2])([CH3:4])[CH3:3] |f:3.4|. Procedure details: In tetrahydrofuran (10 ml), 3-(5-tert-butoxycarbonyl -4,5,6,7-tetrahydrothieno[3,2-c]pyridin-2-yl)propionic acid (445 mg) was dissolved, followed by the successive dropwise addition of N-methylmorpholine (170 μl) and isobutyl chloroformate (210 μl) at −20° C. After stirring at −20° C. for 10 minutes, a solution of 1-[(6-chloronaphthalen-2-yl)sulfonyl]piperazine hydrochloride (607 mg) which had been dissolved in dichloromethane (10 ml) was added. After stirring at −20° C. for 10 minutes, the reac... Reactants: FC(C(=O)O)(F)F (trifluoroacetic acid), C(C)(C)(C)OC(C(C(=O)C1CC1)C(C1=C(C(=C(C=C1)C(F)(F)F)NC)S(=O)(=O)C)=O)=O (tert-butyl-3-cyclopropyl-2-(3-methylamino-2-methylsulfonyl-4-trifluoromethylbenzoyl)-3-oxopropanoate). Run in C(Cl)Cl (CH2Cl2). The product is C1(CC1)C(CC(=O)C1=C(C(=C(C=C1)C(F)(F)F)NC)S(=O)(=O)C)=O (1-cyclopropyl-3-(3-methylamino-2-methylsulfonyl-4-trifluoromethylphenyl)propane-1,3-dione). Reaction SMILES: FC(F)(F)C(O)=O.C(OC(=O)[CH:14]([C:20](=[O:37])[C:21]1[CH:26]=[CH:25][C:24]([C:27]([F:30])([F:29])[F:28])=[C:23]([NH:31][CH3:32])[C:22]=1[S:33]([CH3:36])(=[O:35])=[O:34])[C:15]([CH:17]1[CH2:19][CH2:18]1)=[O:16])(C)(C)C>C(Cl)Cl>[CH:17]1([C:15](=[O:16])[CH2:14][C:20]([C:21]2[CH:26]=[CH:25][C:24]([C:27]([F:29])([F:28])[F:30])=[C:23]([NH:31][CH3:32])[C:22]=2[S:33]([CH3:36])(=[O:34])=[O:35])=[O:37])[CH2:19][CH2:18]1. Procedure: 5.0 ml of trifluoroacetic acid were heated at 55°-60° C. A solution of 5.3 g (8.0 mmol; 70% purity) of tert-butyl-3-cyclopropyl-2-(3-methylamino-2-methylsulfonyl-4-trifluoromethylbenzoyl)-3-oxopropanoate in 10 ml of CH2Cl2 was added dropwise and the mixture was then heated at reflux for 15 min. The solvent was removed in vacuo and the residue was purified by column chromatography on silica gel. This gave 1.22 g of product in 95% purity. Reactants: CC1=CC=C(C=C1)S(=O)(=O)NC1=NC=C(C=C1)OC1=CC(=CC=C1)[N+](=O)[O-] (4-methyl-N-[5-(3-nitrophenoxy)pyridin-2-yl]benzenesulfonamide), ICC(=O)N (iodoacetamide), C(C)(C)N(C(C)C)CC (N,N-diisopropylethylamine), CN(C=O)C (N,N-dimethylformamide). Solvent: O (water). Conditions: time 15 hour. Product: CC1=CC=C(C=C1)S(=O)(=O)N=C1N(C=C(C=C1)OC1=CC(=CC=C1)[N+](=O)[O-])CC(=O)N (2-[2-{[(4-methylphenyl)sulfonyl]imino}-5-(3-nitrophenoxy)pyridin-1(2H)-yl]acetamide). Isolated yield 111.5%. RXN SMILES: [CH3:1][C:2]1[CH:7]=[CH:6][C:5]([S:8]([NH:11][C:12]2[CH:17]=[CH:16][C:15]([O:18][C:19]3[CH:24]=[CH:23][CH:22]=[C:21]([N+:25]([O-:27])=[O:26])[CH:20]=3)=[CH:14][N:13]=2)(=[O:10])=[O:9])=[CH:4][CH:3]=1.C(N(CC)C(C)C)(C)C.CN(C)C=O.I[CH2:43][C:44]([NH2:46])=[O:45]>O>[CH3:1][C:2]1[CH:7]=[CH:6][C:5]([S:8]([N:11]=[C:12]2[CH:17]=[CH:16][C:15]([O:18][C:19]3[CH:24]=[CH:23][CH:22]=[C:21]([N+:25]([O-:27])=[O:26])[CH:20]=3)=[CH:14][N:13]2[CH2:43][C:44]([NH2:46])=[O:45])(=[O:9])=[O:10])=[CH:4][CH:3]=1. Procedure: A mixture of 5-(3-nitrophenoxy)pyridin-2-amine (2.70 g, 11.7 mmol), p-toluenesulfonyl chloride (2.67 g, 14.0 mmol) and pyridine (20 mL) was stirred at 80° C. for 2 hr. The reaction mixture was diluted with water and extracted with ethyl acetate (×3). The organic layer was washed with saturated brine, dried over anhydrous magnesium sulfate and filtrated. The filtrate was concentrated under reduced pressure. The residue was collected by filtration and washed with ethyl acetate-hexane to give 4-met... Starting materials: N1=CC(=CC2=CC=CC=C12)CON1C(C=2C(C1=O)=CC=CC2)=O (N-(3-quinolyl)methoxy phthalimide), NN (hydrazine). Solvent: CCO (EtOH). Run at time 8 hour. Product: N1=CC(=CC2=CC=CC=C12)CON (O-(3-quinolyl)methylhydroxylamine). Yield: 106.3%. Reaction SMILES: [N:1]1[C:10]2[C:5](=[CH:6][CH:7]=[CH:8][CH:9]=2)[CH:4]=[C:3]([CH2:11][O:12][N:13]2C(=O)C3=CC=CC=C3C2=O)[CH:2]=1.NN>CCO>[N:1]1[C:10]2[C:5](=[CH:6][CH:7]=[CH:8][CH:9]=2)[CH:4]=[C:3]([CH2:11][O:12][NH2:13])[CH:2]=1. Reported procedure: N-(3-quinolyl)methoxy phthalimide (0.69 g) was suspended in 95% EtOH and hydrazine (0.10 mL) was added. The reaction mixture was stirred overnight and then filtered. The filtrate was concentrated under reduced pressure and then taken up in a small amount of dichloromethane. The small amount of remaining phthalhydrazide was then removed by filtration. The filtrate was concentrated under reduced pressure to give the title compound (0.42 g) as a yellow oil. MS(CI) m/e 175 (M+H)+.